From a dataset of the Open Reaction Database (ORD), a public repository of structured organic reaction records. describe an organic reaction: reactants, conditions, products, and yield Starting materials: C(CCCCCCCCCCCCC)OCC(O)CO (rac-1-O-tetradecylglycerol), [Si](C)(C)(C(C)(C)C)Cl (tert-butyldimethylsilyl chloride), N1C=NC=C1 (imidazole). The solvent is CN(C)C=O (DMF). Run at time 1 day. The product is C(CCCCCCCCCCCCC)OCC(O)CO[Si](C)(C)C(C)(C)C (rac-1-O-Tetradecyl-3-O-(tert-butyldimethylsilyl)glycerol). The yield is 100.0%. Reaction SMILES: [CH2:1]([O:15][CH2:16][CH:17]([CH2:19][OH:20])[OH:18])[CH2:2][CH2:3][CH2:4][CH2:5][CH2:6][CH2:7][CH2:8][CH2:9][CH2:10][CH2:11][CH2:12][CH2:13][CH3:14].[Si:21](Cl)([C:24]([CH3:27])([CH3:26])[CH3:25])([CH3:23])[CH3:22].N1C=CN=C1>CN(C=O)C>[CH2:1]([O:15][CH2:16][CH:17]([CH2:19][O:20][Si:21]([C:24]([CH3:27])([CH3:26])[CH3:25])([CH3:23])[CH3:22])[OH:18])[CH2:2][CH2:3][CH2:4][CH2:5][CH2:6][CH2:7][CH2:8][CH2:9][CH2:10][CH2:11][CH2:12][CH2:13][CH3:14]. Procedure: A mixture of rac-1-O-tetradecylglycerol (57.7 g, 0.2 mol), tert-butyldimethylsilyl chloride (33.2 g, 0.22 mol), imidazole (30.0 g, 0.44 mol), and DMF (300 ml) was stirred at room temperature for 1 day. The solvent was evaporated to dryness in vacuo at 70° C. and the residue was partioned between H2O and diethyl ether (500 ml each). The organic layer was dried over Na2SO4 and then evaporated to dryness. The oily residue was further evaporated by using a high vacuum at 70° C. The crude product, es... Starting materials: CC1=CC=C(C=C1)O (4-methylphenol), BrC1=CC=C(C=C1)Br (1,4-dibromobenzene), C([O-])([O-])=O.[K+].[K+] (potassium carbonate), CN(CC(=O)O)C (N,N-dimethylglycine). Reagents/catalysts: [Cu]I (copper(I) iodide). The solvent is CN(C)C=O (DMF), [NH4+].[Cl-] (NH4Cl). Run at temperature 100 celsius, time 18 hour. Yields the product BrC1=CC=C(C=C1)OC1=CC=C(C=C1)C (1-bromo-4-(4-methylphenoxy)benzene). The yield is 65.0%. As a reaction SMILES: [CH3:1][C:2]1[CH:7]=[CH:6][C:5]([OH:8])=[CH:4][CH:3]=1.[Br:9][C:10]1[CH:15]=[CH:14][C:13](Br)=[CH:12][CH:11]=1.C(=O)([O-])[O-].[K+].[K+].CN(C)CC(O)=O>CN(C=O)C.[NH4+].[Cl-].[Cu]I>[Br:9][C:10]1[CH:15]=[CH:14][C:13]([O:8][C:5]2[CH:6]=[CH:7][C:2]([CH3:1])=[CH:3][CH:4]=2)=[CH:12][CH:11]=1 |f:2.3.4,7.8|. Procedure: A mixture of 4-methylphenol (30.0 g), 1,4-dibromobenzene (54.5 g), copper(I) iodide (4.40 g), potassium carbonate (5.11 g) and N,N-dimethylglycine (2.86 g) in DMF (300 mL) was stirred at 100° C. under N2 for 18 hr. The mixture was diluted with sat. NH4Cl aq. at 0° C. and extracted with EtOAc. The organic layer was separated, washed with sat. NH4Cl aq., 1N NaOH aq. and brine, dried over anhydrous magnesium sulfate and concentrated in vacuo. The residue was purified by column chromatography (silic...